Dataset: the Open Reaction Database (ORD), a public repository of structured organic reaction records. Task: describe an organic reaction: reactants, conditions, products, and yield RXN SMILES: [C:13]([CH3:14])([CH3:15])([CH3:16])[Si:17]([O:18][CH2:19][CH2:20][O:21][c:22]1[n:23][c:24]([NH:28][c:29]2[cH:30][c:31]([CH3:40])[cH:32][c:33](-[c:35]3[cH:36][n:37][cH:38][s:39]3)[cH:34]2)[n:25][cH:26][cH:27]1)([CH3:41])[CH3:42].[CH2:8]([Li:9])[CH2:10][CH2:11][CH3:12].[CH3:43][C:44]1([CH3:51])[O:45][CH2:46][C:47](=[O:50])[CH2:48][O:49]1.[CH:1]([NH:2][CH:3]([CH3:4])[CH3:5])([CH3:6])[CH3:7].[O:52]1[CH2:53][CH2:54][CH2:55][CH2:56]1>>[C:13]([CH3:14])([CH3:15])([CH3:16])[Si:17]([O:18][CH2:19][CH2:20][O:21][c:22]1[n:23][c:24]([NH:28][c:29]2[cH:30][c:31]([CH3:40])[cH:32][c:33](-[c:35]3[cH:36][n:37][c:38]([C:47]4([OH:50])[CH2:46][O:45][C:44]([CH3:43])([CH3:51])[O:49][CH2:48]4)[s:39]3)[cH:34]2)[n:25][cH:26][cH:27]1)([CH3:41])[CH3:42]. Yields the product Cc1cc(Nc2nccc(OCCO[Si](C)(C)C(C)(C)C)n2)cc(-c2cnc(C3(O)COC(C)(C)OC3)s2)c1. Starting materials: Cc1cc(Nc2nccc(OCCO[Si](C)(C)C(C)(C)C)n2)cc(-c2cncs2)c1, [Li]CCCC, CC1(C)OCC(=O)CO1, CC(C)NC(C)C, C1CCOC1. The reactants are C(CCCCCCC)(=O)O.N(CCO)(CCO)CCO (triethanolamine caprylate). Run in O (water), O (water). Product: N(CCO)(CCO)CCO (triethanolamine), phosphate ester. Reaction SMILES: C(O)(=O)CCCCCCC.[N:11]([CH2:18][CH2:19][OH:20])([CH2:15][CH2:16][OH:17])[CH2:12][CH2:13][OH:14]>O>[N:11]([CH2:18][CH2:19][OH:20])([CH2:15][CH2:16][OH:17])[CH2:12][CH2:13][OH:14] |f:0.1|. Procedure: A sample of a water-soluble lubricant composed of triethanolamine caprylate, a triethanolamine salt of an acid phosphate ester, and water was obtained. The lubricant has been used in an industrial glass grinding operation and contained approximately 1.1% by volume glass fines. 100 ml. portions were treated, drop wise, with a cationic polyelectrolyte formed by the reaction of approximately 25% ethylene dichloride, 15% methyl chloride and 6% ammonia, in sufficient dilute caustic to bring the react... Starting materials: C1CCNCC1, CC(C)O, CC(C)(C)OC(=O)c1cc2c(s1)NC(=O)C2, O=Cc1ccc[nH]1. Yields the product CC(C)(C)OC(=O)c1cc2c(s1)NC(=O)C2=Cc1ccc[nH]1. Reaction SMILES: [CH2:24]1[CH2:25][CH2:26][NH:27][CH2:28][CH2:29]1.[CH3:30][CH:31]([OH:32])[CH3:33].[O:1]=[C:2]1[CH2:3][c:4]2[c:5]([s:7][c:8]([C:10](=[O:11])[O:12][C:13]([CH3:14])([CH3:15])[CH3:16])[cH:9]2)[NH:6]1.[nH:17]1[c:18]([CH:22]=[O:23])[cH:19][cH:20][cH:21]1>>[O:1]=[C:2]1[C:3](=[CH:22][c:18]2[nH:17][cH:21][cH:20][cH:19]2)[c:4]2[c:5]([s:7][c:8]([C:10](=[O:11])[O:12][C:13]([CH3:14])([CH3:15])[CH3:16])[cH:9]2)[NH:6]1. Starting materials: Cl[Si](C=C[Si](C)(C)Cl)(C)C (1,2-bis(chlorodimethylsilyl)ethene), Cl[Si](C=C[SiH2]C(Cl)Cl)(C)C (1-(chlorodimethylsilyl)-2-(dichloromethylsilyl)ethene). Yields the product Cl[Si](CC[SiH2]C(Cl)Cl)(C)C (1-(chlorodimethylsilyl)-2-(dichloromethylsilyl)ethane). As a reaction SMILES: Cl[Si](C)(C)C=C[Si](Cl)(C)C.[Cl:11][Si:12]([CH3:20])([CH3:19])[CH:13]=[CH:14][SiH2:15][CH:16]([Cl:18])[Cl:17]>>[Cl:11][Si:12]([CH3:20])([CH3:19])[CH2:13][CH2:14][SiH2:15][CH:16]([Cl:18])[Cl:17]. Procedure: Example 1 was repeated with the modification that, instead of 300.0 g (1.41 mol) of 1,2-bis(chlorodimethylsilyl)ethene, 300.0 g (1.28 mol) of 1-(chlorodimethylsilyl)-2-(dichloromethylsilyl)ethene were used. The results are summarized in Table 1. The reactants are C1(=CC=CC=C1)N1N=C(C(=C1C1=CC=CC=C1)CC(=O)O)C1=CC=CC=C1 (1,3,5-triphenyl-pyrazol-4-acetic acid), CO (methanol), S(O)(O)(=O)=O (sulfuric acid). Solvent: C(Cl)(Cl)(Cl)Cl (carbon tetrachloride). Yields the product COC(CC=1C(=NN(C1C1=CC=CC=C1)C1=CC=CC=C1)C1=CC=CC=C1)=O (1,3,5-triphenyl-pyrazol-4-acetic acid-methyl ester). Yield: 91.0%. As a reaction SMILES: [C:1]1([N:7]2[C:11]([C:12]3[CH:17]=[CH:16][CH:15]=[CH:14][CH:13]=3)=[C:10]([CH2:18][C:19]([OH:21])=[O:20])[C:9]([C:22]3[CH:27]=[CH:26][CH:25]=[CH:24][CH:23]=3)=[N:8]2)[CH:6]=[CH:5][CH:4]=[CH:3][CH:2]=1.[CH3:28]O.S(=O)(=O)(O)O>C(Cl)(Cl)(Cl)Cl>[CH3:28][O:20][C:19](=[O:21])[CH2:18][C:10]1[C:9]([C:22]2[CH:23]=[CH:24][CH:25]=[CH:26][CH:27]=2)=[N:8][N:7]([C:1]2[CH:2]=[CH:3][CH:4]=[CH:5][CH:6]=2)[C:11]=1[C:12]1[CH:17]=[CH:16][CH:15]=[CH:14][CH:13]=1. Reported procedure: 15 grams 1,3,5-triphenyl-pyrazol-4-acetic acid, 50 milliliters methanol, 40 milliliters carbon tetrachloride and 0.64 gram concentrated sulfuric acid were mixed and the mixture heated to the boiling temperature under reflux for 11 hours. The cooled reaction mixture was then extracted, first with sodium carbonate solution and thereafter with water. The organic phase was then dried and evaporated. The residue was recrystallized from a mixture of methanol and water. 14.2 grams 1,3,5-triphenyl-pyraz... Reactants: CON=C(C(=O)CCl)C(=O)OC(C)(C)C, O=C(O)C(F)(F)F. Yields the product CON=C(C(=O)O)C(=O)CCl. RXN SMILES: [Cl:1][CH2:2][C:3]([C:4]([C:5](=[O:6])[O:7][C:8]([CH3:9])([CH3:10])[CH3:11])=[N:12][O:13][CH3:14])=[O:15].[OH:16][C:17]([C:18]([F:19])([F:20])[F:21])=[O:22]>>[Cl:1][CH2:2][C:3]([C:4]([C:5](=[O:6])[OH:7])=[N:12][O:13][CH3:14])=[O:15]. The reactants are COc1cccc2c1CCC1NCCCC21, Cn1cc(C(=O)O)c2ccccc21. Yields the product COc1cccc2c1CCC1C2CCCN1C(=O)c1cn(C)c2ccccc12. As a reaction SMILES: [CH3:14][O:15][c:16]1[cH:17][cH:18][cH:19][c:20]2[c:29]1[CH2:28][CH2:27][CH:26]1[CH:21]2[CH2:22][CH2:23][CH2:24][NH:25]1.[CH3:1][n:2]1[cH:3][c:4]([C:11](=[O:12])[OH:13])[c:5]2[cH:6][cH:7][cH:8][cH:9][c:10]12>>[CH3:1][n:2]1[cH:3][c:4]([C:11](=[O:13])[N:25]2[CH2:24][CH2:23][CH2:22][CH:21]3[c:20]4[cH:19][cH:18][cH:17][c:16]([O:15][CH3:14])[c:29]4[CH2:28][CH2:27][CH:26]32)[c:5]2[cH:6][cH:7][cH:8][cH:9][c:10]12. Reactants: ClC(Cl)Cl, CCCn1c(=O)c2c(nc(CO)n2C)n(CCC)c1=O. The product is CCCn1c(=O)c2c(nc(C=O)n2C)n(CCC)c1=O. As a reaction SMILES: [CH:21]([Cl:22])([Cl:23])[Cl:24].[OH:1][CH2:2][c:3]1[n:4][c:5]2[n:6]([CH2:18][CH2:19][CH3:20])[c:7](=[O:17])[n:8]([CH2:14][CH2:15][CH3:16])[c:9](=[O:13])[c:10]2[n:11]1[CH3:12]>>[O:1]=[CH:2][c:3]1[n:4][c:5]2[n:6]([CH2:18][CH2:19][CH3:20])[c:7](=[O:17])[n:8]([CH2:14][CH2:15][CH3:16])[c:9](=[O:13])[c:10]2[n:11]1[CH3:12]. Reactants: FC(F)(F)SC=1C=C(C=O)C=CC1 (3-[(Trifluoromethyl)sulfanyl]benzaldehyde), [C@@H]1(CCCC2=CC=CC=C12)N ((1S)-1,2,3,4-tetrahydro-1-naphthalenylamine). Product: [C@@H]1(CCCC2=CC=CC=C12)NCC1=CC(=CC=C1)SC(F)(F)F (N-[(1S)-1,2,3,4-tetrahydro-1-naphthalenyl]-N-{3-[(trifluoromethyl)sulfanyl]benzyl}amine). As a reaction SMILES: [F:1][C:2]([S:5][C:6]1[CH:7]=[C:8]([CH:11]=[CH:12][CH:13]=1)[CH:9]=O)([F:4])[F:3].[C@@H:14]1([NH2:24])[C:23]2[C:18](=[CH:19][CH:20]=[CH:21][CH:22]=2)[CH2:17][CH2:16][CH2:15]1>>[C@@H:14]1([NH:24][CH2:9][C:8]2[CH:11]=[CH:12][CH:13]=[C:6]([S:5][C:2]([F:4])([F:3])[F:1])[CH:7]=2)[C:23]2[C:18](=[CH:19][CH:20]=[CH:21][CH:22]=2)[CH2:17][CH2:16][CH2:15]1. Procedure details: 3-[(Trifluoromethyl)sulfanyl]benzaldehyde and (1S)-1,2,3,4-tetrahydro-1-naphthalenylamine were processed as described in Example 1A to provide the title compound.